Dataset: the Open Reaction Database (ORD), a public repository of structured organic reaction records. Task: describe an organic reaction: reactants, conditions, products, and yield Starting materials: C(C1=CC=CC=C1)ON1[C@@H]2CC[C@H](N(C1=O)C2)C(=O)O ((2S,5R)-6-(Benzyloxy)-7-oxo-1,6-diazabicyclo[3.2.1]octane-2-carboxylic acid), NOC[C@@H]1N(CCC1)C(=O)OC(C)(C)C ((R)-tert-butyl 2-((aminooxy)methyl)pyrrolidine-1-carboxylate). The product is C(C1=CC=CC=C1)ON1[C@@H]2CC[C@H](N(C1=O)C2)C(=O)NOC[C@@H]2N(CCC2)C(=O)OC(C)(C)C (tert-Butyl(2R)-2-{[({[(2S,5R)-6-benzyloxy-7-oxo-1,6-diazabicyclo[3.2.1]oct-2-yl]carbonyl}amino)oxy]methyl}pyrrolidine-1-carboxylate). Yield: 50.2%. RXN SMILES: [CH2:1]([O:8][N:9]1[C:15](=[O:16])[N:14]2[CH2:17][C@H:10]1[CH2:11][CH2:12][C@H:13]2[C:18]([OH:20])=O)[C:2]1[CH:7]=[CH:6][CH:5]=[CH:4][CH:3]=1.[NH2:21][O:22][CH2:23][C@H:24]1[CH2:28][CH2:27][CH2:26][N:25]1[C:29]([O:31][C:32]([CH3:35])([CH3:34])[CH3:33])=[O:30]>>[CH2:1]([O:8][N:9]1[C:15](=[O:16])[N:14]2[CH2:17][C@H:10]1[CH2:11][CH2:12][C@H:13]2[C:18]([NH:21][O:22][CH2:23][C@H:24]1[CH2:28][CH2:27][CH2:26][N:25]1[C:29]([O:31][C:32]([CH3:35])([CH3:34])[CH3:33])=[O:30])=[O:20])[C:2]1[CH:3]=[CH:4][CH:5]=[CH:6][CH:7]=1. Reported procedure: Following a procedure analogous to Example 27, from the carboxylic acid (6b, 390 mg, 1.41 mmol) of Example 9 or 16 and (R)-tert-butyl 2-((aminooxy)methyl)pyrrolidine-1-carboxylate (796 mg) described in Reference Example 22, 336 mg of the title compound was afforded (yield 50%).